Dataset: the Open Reaction Database (ORD), a public repository of structured organic reaction records. Task: describe an organic reaction: reactants, conditions, products, and yield Starting materials: N(=NC(=O)OCC)C(=O)OCC (diethyl azodicarboxylate), ClC1([C@H]([C@@H]1C1=CC=CC=C1)CO)Cl ((2,2-dichloro-trans-3-phenylcyclopropyl)methanol), C(C)(C)(C)OC(=O)NOC(=O)OC(C)(C)C (N,O-di-tert-butoxycarbonylhydroxylamine), C1(=CC=CC=C1)P(C1=CC=CC=C1)C1=CC=CC=C1 (triphenylphosphine). Solvent: C1(=CC=CC=C1)C (toluene), C1(=CC=CC=C1)C (toluene). Conditions: temperature -42 celsius. Yields the product C(C)(C)(C)OC(=O)N(OC(=O)OC(C)(C)C)C[C@@H]1C([C@H]1C1=CC=CC=C1)(Cl)Cl (N,O-di-tert-butoxycarbonyl-N-[(2,2-dichloro-trans-3-phenylcyclopropyl)methyl]hydroxylamine). The yield is 94.0%. Reaction SMILES: [Cl:1][C:2]1([Cl:13])[C@@H:4]([C:5]2[CH:10]=[CH:9][CH:8]=[CH:7][CH:6]=2)[C@@H:3]1[CH2:11]O.[C:14]([O:18][C:19]([NH:21][O:22][C:23]([O:25][C:26]([CH3:29])([CH3:28])[CH3:27])=[O:24])=[O:20])([CH3:17])([CH3:16])[CH3:15].C1(P(C2C=CC=CC=2)C2C=CC=CC=2)C=CC=CC=1.N(C(OCC)=O)=NC(OCC)=O>C1(C)C=CC=CC=1>[C:14]([O:18][C:19]([N:21]([CH2:11][C@H:3]1[C@H:4]([C:5]2[CH:10]=[CH:9][CH:8]=[CH:7][CH:6]=2)[C:2]1([Cl:13])[Cl:1])[O:22][C:23]([O:25][C:26]([CH3:29])([CH3:28])[CH3:27])=[O:24])=[O:20])([CH3:17])([CH3:16])[CH3:15]. Procedure details: A solution of KOH (3.36 g, 60 mmol) and the product of Step 1, above, (10.36 g, 40 mmol) in a mixture of methanol (30 ml), tetrahydrofuran (30 ml) and water (90 ml) was stirred for 3 hours at room temperature. The reaction mixture was neutralized with 1N aqueous hydrochloric acid and extracted with diethyl ether (100 ml+2×50 ml). The combined organic phases were washed with saturated aqueous sodium bicarbonate (2×50 ml) and brine (50 ml), then dried over MgSO4. Evaporation of the solvent afforde... Starting materials: CC1=C2CC(NC2=CC=C1)=O (4-methyl-2-oxindole), N1C(=CC2=CC=CC=C12)C=O (indole-2-carbaldehyde), N1CCCCC1 (piperidine). Solvent: C(C)O (ethanol). Conditions: time 4 hour. The product is N1C(=CC2=CC=CC=C12)C=C1C(NC2=CC=CC(=C12)C)=O (3-(1H-indol-2-ylmethylene)-4-methyl-1,3-dihydro-indol-2-one). RXN SMILES: [CH3:1][C:2]1[CH:10]=[CH:9][CH:8]=[C:7]2[C:3]=1[CH2:4][C:5](=[O:11])[NH:6]2.[NH:12]1[C:20]2[C:15](=[CH:16][CH:17]=[CH:18][CH:19]=2)[CH:14]=[C:13]1[CH:21]=O.N1CCCCC1>C(O)C>[NH:12]1[C:20]2[C:15](=[CH:16][CH:17]=[CH:18][CH:19]=2)[CH:14]=[C:13]1[CH:21]=[C:4]1[C:3]2[C:7](=[CH:8][CH:9]=[CH:10][C:2]=2[CH3:1])[NH:6][C:5]1=[O:11]. Reported procedure: A mixture of 4-methyl-2-oxindole (147 mg), indole-2-carbaldehyde (174 mg) (prepared according to Synthetic Communications, 1993, 23, 3109) and piperidine (10 mg) in ethanol was held in a sealed tube at 95° C. for 4 hours. The mixture was cooled to room temperature. The solid was collected by vacuum filtration, washed with cold ethanol and dried in a vacuum oven to give 3-(1H-indol-2-ylmethylene)-4-methyl-1,3-dihydro-indol-2-one. Reactants: ClC1=NC2=CC(=CC=C2C(=C1)C1=CC=CC=C1)SC=1C=C(C=CC1)C(CC)(CC)O (3-[3-(2-Chloro-4-phenyl-quinolin-7-ylsulfanyl)-phenyl]-pentan-3-ol), C(C1=CC=CC=C1)(C1=CC=CC=C1)=N (benzophenone imine), CC(C)([O-])C.[Na+] (sodium tert-butoxide), C=1C=CC(=CC1)P(C=2C=CC=CC2)C3=CC=C4C=CC=CC4=C3C5=C6C=CC=CC6=CC=C5P(C=7C=CC=CC7)C=8C=CC=CC8 (BINAP). Reagents/catalysts: C=1C=CC(=CC1)/C=C/C(=O)/C=C/C2=CC=CC=C2.C=1C=CC(=CC1)/C=C/C(=O)/C=C/C2=CC=CC=C2.C=1C=CC(=CC1)/C=C/C(=O)/C=C/C2=CC=CC=C2.[Pd].[Pd] (Pd2dba3). Solvent: C1(=CC=CC=C1)C (toluene). Reaction conditions: temperature 80 celsius. Yields the product C(C1=CC=CC=C1)(C1=CC=CC=C1)=NC1=NC2=CC(=CC=C2C(=C1)C1=CC=CC=C1)SC=1C=C(C=CC1)C(CC)(CC)O (3-[3-[2-(Benzhydrylidene-amino)-4-phenyl-quinolin-7-ylsulfanyl]-phenyl]-pentan-3-ol). RXN SMILES: Cl[C:2]1[CH:11]=[C:10]([C:12]2[CH:17]=[CH:16][CH:15]=[CH:14][CH:13]=2)[C:9]2[C:4](=[CH:5][C:6]([S:18][C:19]3[CH:20]=[C:21]([C:25]([OH:30])([CH2:28][CH3:29])[CH2:26][CH3:27])[CH:22]=[CH:23][CH:24]=3)=[CH:7][CH:8]=2)[N:3]=1.[C:31](=[NH:44])([C:38]1[CH:43]=[CH:42][CH:41]=[CH:40][CH:39]=1)[C:32]1[CH:37]=[CH:36][CH:35]=[CH:34][CH:33]=1.CC(C)([O-])C.[Na+].C1C=CC(P(C2C(C3C(P(C4C=CC=CC=4)C4C=CC=CC=4)=CC=C4C=3C=CC=C4)=C3C(C=CC=C3)=CC=2)C2C=CC=CC=2)=CC=1>C1(C)C=CC=CC=1.C1C=CC(/C=C/C(/C=C/C2C=CC=CC=2)=O)=CC=1.C1C=CC(/C=C/C(/C=C/C2C=CC=CC=2)=O)=CC=1.C1C=CC(/C=C/C(/C=C/C2C=CC=CC=2)=O)=CC=1.[Pd].[Pd]>[C:31](=[N:44][C:2]1[CH:11]=[C:10]([C:12]2[CH:17]=[CH:16][CH:15]=[CH:14][CH:13]=2)[C:9]2[C:4](=[CH:5][C:6]([S:18][C:19]3[CH:20]=[C:21]([C:25]([OH:30])([CH2:28][CH3:29])[CH2:26][CH3:27])[CH:22]=[CH:23][CH:24]=3)=[CH:7][CH:8]=2)[N:3]=1)([C:38]1[CH:39]=[CH:40][CH:41]=[CH:42][CH:43]=1)[C:32]1[CH:37]=[CH:36][CH:35]=[CH:34][CH:33]=1 |f:2.3,6.7.8.9.10|. Reported procedure: 10n (500 mg, 1.8 mmol), benzophenone imine (0.31 mL, 1.8 mmol), sodium tert-butoxide (265 mg, 2.8 mmol), BINAP (115 mg, 0.2 mmol), and Pd2dba3 (42 mg, 0.05 mmol) were dissolved in toluene (10 mL) and degassed for 10 minutes with N2. The reaction was then sealed and heated to 80° C. for 2 hours. After cooling to room temperature, the mixture was diluted with EtOAc and brine, and the aqueous layer was extracted with EtOAc. The combined organic layers were dried over MgSO4, filtered, and concentrat... Starting materials: C(C)OC(=O)C=1N=C(SC1)CBr (2-bromomethyl-thiazole-4-carboxylic acid ethyl ester), FC1=CC(=C(C=C1F)C1=CC=C(C=C1)O)OC (4′,5′-difluoro-2′-methoxy-biphenyl-4-ol), C([O-])([O-])=O.[K+].[K+] (potassium carbonate), [I-].[K+] (potassium iodide). The solvent is CN(C)C=O (DMF), O (water). Run at temperature 130 celsius. The product is C(C)OC(=O)C=1N=C(SC1)COC1=CC=C(C=C1)C1=C(C=C(C(=C1)F)F)OC (2-(4′,5′-difluoro-2′-methoxy-biphenyl-4-yloxymethyl)-thiazole-4-carboxylic acid ethyl ester). Yield: 89.5%. As a reaction SMILES: [CH2:1]([O:3][C:4]([C:6]1[N:7]=[C:8]([CH2:11]Br)[S:9][CH:10]=1)=[O:5])[CH3:2].[F:13][C:14]1[C:19]([F:20])=[CH:18][C:17]([C:21]2[CH:26]=[CH:25][C:24]([OH:27])=[CH:23][CH:22]=2)=[C:16]([O:28][CH3:29])[CH:15]=1.C(=O)([O-])[O-].[K+].[K+].[I-].[K+]>CN(C=O)C.O>[CH2:1]([O:3][C:4]([C:6]1[N:7]=[C:8]([CH2:11][O:27][C:24]2[CH:23]=[CH:22][C:21]([C:17]3[CH:18]=[C:19]([F:20])[C:14]([F:13])=[CH:15][C:16]=3[O:28][CH3:29])=[CH:26][CH:25]=2)[S:9][CH:10]=1)=[O:5])[CH3:2] |f:2.3.4,5.6|. Procedure details: A mixture of 2-bromomethyl-thiazole-4-carboxylic acid ethyl ester (prepared according to US 2004/0266856 A1) (3.0 g, 11.99 mmol), 4′,5′-difluoro-2′-methoxy-biphenyl-4-ol (3.09 g, 13.08 mmol), potassium carbonate (6.5 g, 47.03 mmol) and potassium iodide (1.1 g, 6.626 mmol) in DMF (25 mL) was heated under microwave conditions at 130° C. for 15 min. The reaction mixture was diluted with water (150 mL) and extracted with ethyl acetate (3×150 mL). The organic layers were combined, washed with 1/1 wat... The reactants are C(C)(=O)C1=CC=2CC3=CC=CC=C3C2C=C1 (2-Acetylfluorene), C1(CCCCCC1)N (cycloheptylamine), C(C)O (ethanol), [BH4-].[Na+] (sodium borohydride). Solvent: O (water). Reaction conditions: time 8 hour. Yields the product C1(CCCCCC1)NC(C)C1=CC=2CC3=CC=CC=C3C2C=C1 (N-Cycloheptyl-1-(2-fluorenyl)ethylamine). Isolated yield 25.9%. As a reaction SMILES: [C:1]([C:4]1[CH:16]=[CH:15][C:14]2[C:13]3[C:8](=[CH:9][CH:10]=[CH:11][CH:12]=3)[CH2:7][C:6]=2[CH:5]=1)(=O)[CH3:2].[CH:17]1([NH2:24])[CH2:23][CH2:22][CH2:21][CH2:20][CH2:19][CH2:18]1.C(O)C.[BH4-].[Na+]>O>[CH:17]1([NH:24][CH:1]([C:4]2[CH:16]=[CH:15][C:14]3[C:13]4[C:8](=[CH:9][CH:10]=[CH:11][CH:12]=4)[CH2:7][C:6]=3[CH:5]=2)[CH3:2])[CH2:23][CH2:22][CH2:21][CH2:20][CH2:19][CH2:18]1 |f:3.4|. Procedure: 2-Acetylfluorene (4.17 g, 20 mmol) and cycloheptylamine (2.38 g, 21 mmol) were heated together at 130° C. for 14 hrs and, then, distilled under reduced pressure. To the residue were added ethanol (20 ml) and sodium borohydride (0.76 g, 20 mmol) and the mixture was stirred at room temperature overnight. The mixture was then diluted with water (100 ml) and extracted with chloroform (80 ml×2 times). The organic layer was dried over anhydrous magnesium sulfate and concentrated. The residue was then ... Starting materials: C[O-].[Na+] (sodium methoxide), Cl.C(CCCC)(=N)N (valeramidine hydrochloride), ClC=1C=C(C=CC1)N=C=S (3-chlorophenyl isothiocyanate). Run in C(C)O (ethyl alcohol). Yields the product ClC=1C=C(C=CC1)NC(=S)NC(CCCC)=N (1-(3-Chlorophenyl)-3-(pentanimidoyl)-2-thiourea). As a reaction SMILES: C[O-].[Na+].Cl.[C:5]([NH2:11])(=[NH:10])[CH2:6][CH2:7][CH2:8][CH3:9].[Cl:12][C:13]1[CH:14]=[C:15]([N:19]=[C:20]=[S:21])[CH:16]=[CH:17][CH:18]=1>C(O)C>[Cl:12][C:13]1[CH:14]=[C:15]([NH:19][C:20]([NH:10][C:5](=[NH:11])[CH2:6][CH2:7][CH2:8][CH3:9])=[S:21])[CH:16]=[CH:17][CH:18]=1 |f:0.1,2.3|. Reported procedure: To a stirred, ice bath chilled solution of 5.4 g. of sodium methoxide in 100 ml. of absolute ethyl alcohol was added slowly 13.69 g. of valeramidine hydrochloride. Stirring was continued for ten minutes and then 16.9 g. of 3-chlorophenyl isothiocyanate was added dropwise and stirring was continued an additional hour. The solvent was evaporated under reduced pressure, the resulting residue was taken up in 100 ml. of dry ether and the ether solution was extracted several times with water and the c... Starting materials: C(C)(C)(C)OC(=O)N1CCC(CC1)=O (1-t-butoxycarbonyl-piperidin-4 one), [Cl-].C(=O)(O)CCC[P+](C1=CC=CC=C1)(C1=CC=CC=C1)C1=CC=CC=C1 ((3-Carboxypropyl)triphenylphosphonium chloride), [H-].[Na+] (sodium hydride). Run in CS(=O)C.C1CCOC1 (DMSO THF). Conditions: temperature 0 celsius, time 20 hour. The product is C(C)(C)(C)OC(=O)N1CCC(CC1)=CCC(=O)O (3-(1-(t-Butoxycarbonyl)-4-piperidylidene)propionic acid). Yield: 24.9%. RXN SMILES: [C:1]([O:5][C:6]([N:8]1[CH2:13][CH2:12][C:11](=O)[CH2:10][CH2:9]1)=[O:7])([CH3:4])([CH3:3])[CH3:2].[Cl-].[C:16]([CH2:19][CH2:20]C[P+](C1C=CC=CC=1)(C1C=CC=CC=1)C1C=CC=CC=1)([OH:18])=[O:17].[H-].[Na+]>CS(C)=O.C1COCC1>[C:1]([O:5][C:6]([N:8]1[CH2:13][CH2:12][C:11](=[CH:20][CH2:19][C:16]([OH:18])=[O:17])[CH2:10][CH2:9]1)=[O:7])([CH3:4])([CH3:3])[CH3:2] |f:1.2,3.4,5.6|. Procedure: A mixture of 7.53 g (37.8 mmol) of 1-t-butoxycarbonyl-piperidin-4 one and 14 g (37.8 mmol) of (3-carboxypropyl)triphenyl-phosphonium chloride (from EXAMPLE 98, Step A) were dissolved in 100 mL of 1:1 v/v DMSO/THF. The mixture was cooled to 0° C. and was then added to 2 g (83.2 mmol) of dry 95% sodium hydride powder at 0° C. over a 10 min period. After stirring this mixture at 0 ° C. for 20 h, the reaction was quenched with H2O, treated with sat'd NaCl and extracted 2× with CH2Cl2. The aqueous ph... Reactants: CCO, CCOC(=O)CCCN1CCOc2c(cccc2-c2noc(-c3ccc(OC(C)C)c(Cl)c3)n2)C1, [Na+], [OH-]. Product: CC(C)Oc1ccc(-c2nc(-c3cccc4c3OCCN(CCCC(=O)O)C4)no2)cc1Cl. RXN SMILES: [CH3:38][CH2:39][OH:40].[Cl:1][c:2]1[cH:3][c:4](-[c:12]2[n:13][c:14](-[c:17]3[cH:18][cH:19][cH:20][c:21]4[c:27]3[O:26][CH2:25][CH2:24][N:23]([CH2:28][CH2:29][CH2:30][C:31](=[O:32])[O:33][CH2:34][CH3:35])[CH2:22]4)[n:15][o:16]2)[cH:5][cH:6][c:7]1[O:8][CH:9]([CH3:10])[CH3:11].[Na+:37].[OH-:36]>>[Cl:1][c:2]1[cH:3][c:4](-[c:12]2[n:13][c:14](-[c:17]3[cH:18][cH:19][cH:20][c:21]4[c:27]3[O:26][CH2:25][CH2:24][N:23]([CH2:28][CH2:29][CH2:30][C:31](=[O:32])[OH:33])[CH2:22]4)[n:15][o:16]2)[cH:5][cH:6][c:7]1[O:8][CH:9]([CH3:10])[CH3:11]. Reactants: C(C)OC(CN1C(=C(C2=CC(=CC=C12)F)CC1=CC=C(C=C1)S(=O)(=O)C1CCCCC1)C)=O (2-(3-(4-(Cyclohexylsulfonyl)benzyl)-5-fluoro-2-methyl-1H-indol-1-yl)acetic acid ethyl ester), C1(CCCCC1)S(=O)(=O)C1=C(CC2=C(N(C3=CC=C(C=C23)F)CC(=O)O)C)C=CC=C1 (2-(3-(2-(Cyclohexylsulfonyl)benzyl)-5-fluoro-2-methyl-1H-indol-1-yl)acetic Acid). The product is C1(CCCCC1)S(=O)(=O)C1=CC=C(CC2=C(N(C3=CC=C(C=C23)F)CC(=O)O)C)C=C1 (2-(3-(4-(Cyclohexylsulfonyl)benzyl)-5-fluoro-2-methyl-1H-indol-1-yl)acetic Acid). RXN SMILES: C([O:3][C:4](=[O:33])[CH2:5][N:6]1[C:14]2[C:9](=[CH:10][C:11]([F:15])=[CH:12][CH:13]=2)[C:8]([CH2:16][C:17]2[CH:22]=[CH:21][C:20]([S:23]([CH:26]3[CH2:31][CH2:30][CH2:29][CH2:28][CH2:27]3)(=[O:25])=[O:24])=[CH:19][CH:18]=2)=[C:7]1[CH3:32])C.C1(S(C2C=CC=CC=2CC2C3C(=CC=C(F)C=3)N(CC(O)=O)C=2C)(=O)=O)CCCCC1>>[CH:26]1([S:23]([C:20]2[CH:19]=[CH:18][C:17]([CH2:16][C:8]3[C:9]4[C:14](=[CH:13][CH:12]=[C:11]([F:15])[CH:10]=4)[N:6]([CH2:5][C:4]([OH:33])=[O:3])[C:7]=3[CH3:32])=[CH:22][CH:21]=2)(=[O:24])=[O:25])[CH2:27][CH2:28][CH2:29][CH2:30][CH2:31]1. Procedure: 2-(3-(4-(Cyclohexylsulfonyl)benzyl)-5-fluoro-2-methyl-1H-indol-1-yl)acetic acid ethyl ester was used as the starting material, otherwise this compound was prepared in a similar manner to Compound 1, using Procedure L. Starting materials: C12CN(CC(CC1)O2)C2=C1C(=NC(=N2)Cl)N(N=C1)C1CCN(CC1)C(=O)OC(C)C (isopropyl 4-(4-(8-oxa-3-azabicyclo[3.2.1]octan-3-yl)-6-chloro-1H-pyrazolo[3,4-d]pyrimidin-1-yl)piperidine-1-carboxylate), NOB(O)C1=CC=CC=C1 (aminophenylboronic acid), pinacol ester, aqueous solution, C(=O)([O-])[O-].[Na+].[Na+] (Na2CO3), C1(=CC=CC=C1)C (toluene). Run in C(C)O (ethanol). Product: NC1=CC=C(C=C1)C1=NC(=C2C(=N1)N(N=C2)C2CCN(CC2)C(=O)OC(C)C)N2CC1CCC(C2)O1 (Isopropyl 4-(6-(4-aminophenyl)-4-(8-oxa-3-azabicyclo[3.2.1]octan-3-yl)-1H-pyrazolo[3,4-d]pyrimidin-1-yl)piperidine-1-carboxylate). As a reaction SMILES: [CH:1]12[O:8][CH:5]([CH2:6][CH2:7]1)[CH2:4][N:3]([C:9]1[N:14]=[C:13](Cl)[N:12]=[C:11]3[N:16]([CH:19]4[CH2:24][CH2:23][N:22]([C:25]([O:27][CH:28]([CH3:30])[CH3:29])=[O:26])[CH2:21][CH2:20]4)[N:17]=[CH:18][C:10]=13)[CH2:2]2.[C:31]1(C)[CH:36]=[CH:35][CH:34]=[CH:33][CH:32]=1.[NH2:38]OB(C1C=CC=CC=1)O.C([O-])([O-])=O.[Na+].[Na+]>C(O)C>[NH2:38][C:31]1[CH:36]=[CH:35][C:34]([C:13]2[N:12]=[C:11]3[N:16]([CH:19]4[CH2:20][CH2:21][N:22]([C:25]([O:27][CH:28]([CH3:30])[CH3:29])=[O:26])[CH2:23][CH2:24]4)[N:17]=[CH:18][C:10]3=[C:9]([N:3]3[CH2:4][CH:5]4[O:8][CH:1]([CH2:7][CH2:6]4)[CH2:2]3)[N:14]=2)=[CH:33][CH:32]=1 |f:3.4.5|. Reported procedure: isopropyl 4-(4-(8-oxa-3-azabicyclo[3.2.1]octan-3-yl)-6-chloro-1H-pyrazolo[3,4-d]pyrimidin-1-yl)piperidine-1-carboxylate (680 mg, 1.56 mmol) was dissolved in ethanol (8 mL) and toluene (8 mL) and divided over two microwave vials. To each vial was added 1.3 eq of aminophenylboronic acid, pinacol ester (220 mg, 1 mmol to each vial) and a 2M aqueous solution of Na2CO3 (1.57 mL, 3.14 mmol, 4 eq. to each vial). The vials were purged with nitrogen gas and 10 mol % tetrakis(triphenylphosphine)palladium ...